Dataset: the Open Reaction Database (ORD), a public repository of structured organic reaction records. Task: describe an organic reaction: reactants, conditions, products, and yield Starting materials: BrC1C(C2=CC=CC=C2C1)=O (2-Bromo-1-indanone), C1(C=2C(C(N1CCCCCC(N)=S)=O)=CC=CC2)=O (6-phthalimidohexanethioamide). Yields the product C1(C=2C(C(N1CCCCCC=1SC3=C(N1)C=1C=CC=CC1C3)=O)=CC=CC2)=O (2-(5-Phthalimidopentyl)-8H-indeno[1,2-d]thiazole). RXN SMILES: Br[CH:2]1[CH2:10][C:9]2[C:4](=[CH:5][CH:6]=[CH:7][CH:8]=2)[C:3]1=O.[C:12]1(=[O:30])[N:16]([CH2:17][CH2:18][CH2:19][CH2:20][CH2:21][C:22](=[S:24])[NH2:23])[C:15](=[O:25])[C:14]2=[CH:26][CH:27]=[CH:28][CH:29]=[C:13]12>>[C:15]1(=[O:25])[N:16]([CH2:17][CH2:18][CH2:19][CH2:20][CH2:21][C:22]2[S:24][C:2]3[CH2:10][C:9]4[CH:8]=[CH:7][CH:6]=[CH:5][C:4]=4[C:3]=3[N:23]=2)[C:12](=[O:30])[C:13]2=[CH:29][CH:28]=[CH:27][CH:26]=[C:14]12. Procedure details: 2-Bromo-1-indanone, 6-phthalimidohexanethioamide Starting materials: Cl.NC1=NC2=C(N1)C=C(C=C2)NC(=O)C2=C(C(=O)O)C=CC=C2 (2-(2-amino-1H-benzo[d]imidazol-6-ylcarbamoyl)benzoic acid hydrochloride), NC=1C=CC2=C(N(C(=N2)N(C(=O)OC(C)(C)C)C(=O)OC(C)(C)C)C(=O)OC(C)(C)C)C1 (tert-butyl 6-amino-2-(bis(tert-butoxycarbonyl)amino)-1H-benzo[d]imidazole-1-carboxylate), (S)-7-oxaspiro[3.5]nonane-6,8-dione. The product is Cl.NC1=NC2=C(N1)C=C(C=C2)NC(CC2(CCC2)CC(=O)O)=O (2-(1-(2-(2-amino-1H-benzo[d]imidazol-6-ylamino)-2-oxoethyl)cyclobutyl)acetic acid hydrochloride). The yield is 85.0%. RXN SMILES: [ClH:1].[NH2:2][C:3]1[NH:7][C:6]2[CH:8]=[C:9]([NH:12][C:13]([C:15]3C=[CH:22][CH:21]=[CH:20][C:16]=3[C:17](O)=O)=[O:14])[CH:10]=[CH:11][C:5]=2[N:4]=1.NC1C=CC2N=C(N(C(OC(C)(C)C)=O)[C:34]([O:36]C(C)(C)C)=[O:35])N(C(OC(C)(C)C)=O)C=2C=1>>[ClH:1].[NH2:2][C:3]1[NH:7][C:6]2[CH:8]=[C:9]([NH:12][C:13](=[O:14])[CH2:15][C:16]3([CH2:17][C:34]([OH:36])=[O:35])[CH2:20][CH2:21][CH2:22]3)[CH:10]=[CH:11][C:5]=2[N:4]=1 |f:0.1,3.4|. Reported procedure: Following the same procedure to synthesize 2-(2-amino-1H-benzo[d]imidazol-6-ylcarbamoyl)benzoic acid hydrochloride, tert-butyl 6-amino-2-(bis(tert-butoxycarbonyl)amino)-1H-benzo[d]imidazole-1-carboxylate (0.167 g, 0.372 mmol) was reacted with (S)-7-oxaspiro[3.5]nonane-6,8-dione (0.057 g, 0.372 mmol) to give the title product (0.107 g, 85% yield) as a yellow solid. 1H NMR (300 MHz, CD3OD) δ 7.49 (s, 1H), δ 6.95 (s, 2H), δ 2.24 (m, 4H), δ 1.32 (m, 8H) ppm; 13C NMR (75 MHz, CD3OD) δ 175.2, 173.8, 1... Starting materials: ClC=1C=C(C=NC1OCC1(CCC2(OCCO2)CC1)F)S(=O)(=O)N (5-chloro-6-((8-fluoro-1,4-dioxaspiro[4.5]decan-8-yl)methoxy)pyridine-3-sulfonamide), C1(=CC=C(C=C1)S(=O)(=O)[O-])C.[NH+]1=CC=CC=C1 (pyridinium p-toluenesulfonate), O (water). Run at temperature 100 celsius, time 10 minute. Procedure: To a solution of EXAMPLE 443C (1.6 g) and pyridinium p-toluenesulfonate (1.2 g) in acetone (10 mL) was added water (2 mL) and the mixture was stirred in a Biotage Initiator microwave reactor at 100° C. for 10 minutes. The mixture was diluted with dichloromethane (300 mL) and washed with aqueous NaHCO3, water, brine and dried over Na2SO4, and filtered. Concentration of the filtrate gave the crude product. Yields the product ClC=1C=C(C=NC1OCC1(CCC(CC1)=O)F)S(=O)(=O)N (5-chloro-6-((1-fluoro-4-oxocyclohexyl)methoxy)pyridine-3-sulfonamide). Solvent: ClCCl (dichloromethane), CC(=O)C (acetone). As a reaction SMILES: [Cl:1][C:2]1[CH:3]=[C:4]([S:21]([NH2:24])(=[O:23])=[O:22])[CH:5]=[N:6][C:7]=1[O:8][CH2:9][C:10]1([F:20])[CH2:19][CH2:18][C:13]2(OCC[O:14]2)[CH2:12][CH2:11]1.C1(C)C=CC(S([O-])(=O)=O)=CC=1.[NH+]1C=CC=CC=1.O>CC(C)=O.ClCCl>[Cl:1][C:2]1[CH:3]=[C:4]([S:21]([NH2:24])(=[O:23])=[O:22])[CH:5]=[N:6][C:7]=1[O:8][CH2:9][C:10]1([F:20])[CH2:19][CH2:18][C:13](=[O:14])[CH2:12][CH2:11]1 |f:1.2|. The reactants are O=C(C(S(=O)(=O)O)(F)F)C(F)(F)F (2-oxopentafluoropropanesulfonic acid), FC(=C)F (1,1-difluoroethene). Conditions: temperature 25 celsius, time 4 hour. Product: O=C(C(S(=O)(=O)OC(C)(F)F)(F)F)C(F)(F)F (1,1-difluoroethyl 2-oxopentafluoropropanesulfonate). The yield is 70.0%. RXN SMILES: [O:1]=[C:2]([C:10]([F:13])([F:12])[F:11])[C:3]([F:9])([F:8])[S:4]([OH:7])(=[O:6])=[O:5].[F:14][C:15]([F:17])=[CH2:16]>>[O:1]=[C:2]([C:10]([F:13])([F:11])[F:12])[C:3]([F:8])([F:9])[S:4]([O:7][C:15]([F:17])([F:14])[CH3:16])(=[O:6])=[O:5]. Reported procedure: A metal tube containing 2-oxopentafluoropropanesulfonic acid (23.8 g, 0.10 mol) was cooled below -40° C. and vinylidene fluoroide (1,1-difluoroethene) (13 g, 0.20 mol) was added. The mixture was shaken and warmed to 25° C. where it was kept for 4 hours. Distillation of the liquid product gave 20.4 g (0.07 mol, 70% of 1,1-difluoroethyl 2-oxopentafluoropropanesulfonate, bp 62°-63° C. (50 mm Hg): λmax (CCl4) 5.54 (C=0), 6.96 (SO2O) and 7.5-9 μm (CF, SO2); 1H NMR, δ 2.06 ppm (t J=14.3 Hz) CH3 ; 19F ... Starting materials: CON(C)C(=O)C1CCN(C(=O)OC(C)(C)C)CC1, C[Mg+], [Cl-], C1CCOC1, C1CCOC1. Yields the product CC(=O)C1CCN(C(=O)OC(C)(C)C)CC1. RXN SMILES: [C:1]([CH3:2])([CH3:3])([CH3:4])[O:5][C:6](=[O:7])[N:8]1[CH2:9][CH2:10][CH:11]([C:14](=[O:15])[N:16]([O:17][CH3:18])[CH3:19])[CH2:12][CH2:13]1.[CH3:26][Mg+:27].[Cl-:25].[O:20]1[CH2:21][CH2:24][CH2:23][CH2:22]1.[O:28]1[CH2:29][CH2:30][CH2:31][CH2:32]1>>[C:1]([CH3:2])([CH3:3])([CH3:4])[O:5][C:6](=[O:7])[N:8]1[CH2:9][CH2:10][CH:11]([C:14](=[O:15])[CH3:21])[CH2:12][CH2:13]1. Reactants: CCO, Fc1ccc(CCl)cc1, S=C1NC(c2ccccc2)C(c2ccccc2)N1. The product is Cl, Fc1ccc(CSC2=NC(c3ccccc3)C(c3ccccc3)N2)cc1. As a reaction SMILES: [CH3:28][CH2:29][OH:30].[F:19][c:20]1[cH:21][cH:22][c:23]([CH2:24][Cl:25])[cH:26][cH:27]1.[c:1]1([CH:7]2[NH:8][C:9](=[S:18])[NH:10][CH:11]2[c:12]2[cH:13][cH:14][cH:15][cH:16][cH:17]2)[cH:2][cH:3][cH:4][cH:5][cH:6]1>>[ClH:25].[c:1]1([CH:7]2[NH:8][C:9]([S:18][CH2:24][c:23]3[cH:22][cH:21][c:20]([F:19])[cH:27][cH:26]3)=[N:10][CH:11]2[c:12]2[cH:13][cH:14][cH:15][cH:16][cH:17]2)[cH:2][cH:3][cH:4][cH:5][cH:6]1. Starting materials: ClCCl, CC1(C)Cc2cccc(S(=O)(=O)N=C=O)c2O1, CCCCCl, Cc1cc(C2CC2)nc(N)n1. Yields the product Cc1cc(C2CC2)nc(NC(=O)NS(=O)(=O)c2cccc3c2OC(C)(C)C3)n1. As a reaction SMILES: [CH2:34]([Cl:35])[Cl:36].[CH3:12][C:13]1([CH3:28])[O:14][c:15]2[c:16]([cH:18][cH:19][cH:20][c:21]2[S:22](=[O:23])(=[O:24])[N:25]=[C:26]=[O:27])[CH2:17]1.[Cl:29][CH2:30][CH2:31][CH2:32][CH3:33].[NH2:1][c:2]1[n:3][c:4]([CH3:11])[cH:5][c:6]([CH:8]2[CH2:9][CH2:10]2)[n:7]1>>[NH:1]([c:2]1[n:3][c:4]([CH3:11])[cH:5][c:6]([CH:8]2[CH2:9][CH2:10]2)[n:7]1)[C:26]([NH:25][S:22]([c:21]1[c:15]2[c:16]([cH:18][cH:19][cH:20]1)[CH2:17][C:13]([CH3:12])([CH3:28])[O:14]2)(=[O:23])=[O:24])=[O:27]. Starting materials: BrC=1SC=CC1C (2-bromo-3-methyl-thiophene), ClC=1C=C2C(C(NC2=CC1)=O)=O (5-chloroisatin), [Cl-].[NH4+] (ammonium chloride), II (iodine crystals), [Mg] (Magnesium). The solvent is C(C)OCC (diethyl ether), C1CCOC1 (THF), C(C)OCC (diethyl ether). Conditions: temperature 21 celsius. The product is ClC=1C=C2C(C(NC2=CC1)=O)(C=1SC=CC1C)O (5-Chloro-3-hydroxy-3-(3-methyl-thiophen-2-yl)-1,3-dihydro-indol-2-one). The yield is 88.5%. As a reaction SMILES: [Mg].Br[C:3]1[S:4][CH:5]=[CH:6][C:7]=1[CH3:8].II.[Cl:11][C:12]1[CH:13]=[C:14]2[C:18](=[CH:19][CH:20]=1)[NH:17][C:16](=[O:21])[C:15]2=[O:22].[Cl-].[NH4+]>C(OCC)C.C1COCC1>[Cl:11][C:12]1[CH:13]=[C:14]2[C:18](=[CH:19][CH:20]=1)[NH:17][C:16](=[O:21])[C:15]2([OH:22])[C:3]1[S:4][CH:5]=[CH:6][C:7]=1[CH3:8] |f:4.5|. Procedure: Magnesium turnings (6.8 g, 0.27 mmol) are introduced into diethyl ether (30 ml), and, while stirring, a solution of 2-bromo-3-methyl-thiophene (50 g, 0.282 mol) in diethyl ether (100 ml) is added dropwise. The reaction can be initiated if necessary by adding iodine crystals. During the addition, the reaction mixture should boil gently. After the addition, the mixture was stirred at room temperature for 1 hour. A suspension of 5-chloroisatin (19 g, 0.105 mol) in THF (200 ml) was added to the Grig...